This data is from the Open Reaction Database (ORD), a public repository of structured organic reaction records. The task is: describe an organic reaction: reactants, conditions, products, and yield Reactants: C(C)OC(=O)C=1NC2=CC(=C(C=C2C1)OCC1=CC=CC=C1)N1S(NC(C1)=O)(=O)=O (5-benzyloxy-6-(1,1,4-trioxo-1,2,5-thiadiazolidin-2-yl)-1H-indole-2-carboxylic acid ethyl ester), [OH-].[K+] (KOH). Solvent: O (water). Reaction conditions: time 1 hour. Product: C(C1=CC=CC=C1)OC=1C=C2C=C(NC2=CC1N1S(NC(C1)=O)(=O)=O)C(=O)O (5-benzyloxy-6-(1,1,4-trioxo-1,2,5-thiadiazolidin-2-yl)-1H-indole-2-carboxylic acid). Reaction SMILES: C([O:3][C:4]([C:6]1[NH:7][C:8]2[C:13]([CH:14]=1)=[CH:12][C:11]([O:15][CH2:16][C:17]1[CH:22]=[CH:21][CH:20]=[CH:19][CH:18]=1)=[C:10]([N:23]1[CH2:27][C:26](=[O:28])[NH:25][S:24]1(=[O:30])=[O:29])[CH:9]=2)=[O:5])C.[OH-].[K+]>O>[CH2:16]([O:15][C:11]1[CH:12]=[C:13]2[C:8](=[CH:9][C:10]=1[N:23]1[CH2:27][C:26](=[O:28])[NH:25][S:24]1(=[O:30])=[O:29])[NH:7][C:6]([C:4]([OH:5])=[O:3])=[CH:14]2)[C:17]1[CH:18]=[CH:19][CH:20]=[CH:21][CH:22]=1 |f:1.2|. Reported procedure: To a solution of 5-benzyloxy-6-(1,1,4-trioxo-1,2,5-thiadiazolidin-2-yl)-1H-indole-2-carboxylic acid ethyl ester (from Example 65) (0.135 g, 0.398 mmol) in water (8 mL) is added 1M KOH (0.29 mL). The solution is stirred at room temperature for 1 h. The reaction product is lyophilized to yield 5-benzyloxy-6-(1,1,4-trioxo-1,2,5-thiadiazolidin-2-yl)-1H-indole-2-carboxylic acid. Reactants: CCN=C=NCCCN(C)C, CN(C)C=O, CCN(C(C)C)C(C)C, ClCCl, Cc1nc(N)sc1C(=O)O, NCc1ccccc1, On1nnc2ccccc21. Yields the product Cc1nc(N)sc1C(=O)NCc1ccccc1. Reaction SMILES: [CH3:21][N:22]([CH3:23])[CH2:24][CH2:25][CH2:26][N:27]=[C:28]=[N:29][CH2:30][CH3:31].[CH3:49][N:50]([CH3:51])[CH:52]=[O:53].[CH:32]([N:33]([CH2:34][CH3:35])[CH:36]([CH3:37])[CH3:38])([CH3:39])[CH3:40].[Cl:54][CH2:55][Cl:56].[NH2:1][c:2]1[s:3][c:4]([C:8](=[O:9])[OH:10])[c:5]([CH3:7])[n:6]1.[NH2:41][CH2:42][c:43]1[cH:44][cH:45][cH:46][cH:47][cH:48]1.[OH:11][n:12]1[c:13]2[cH:14][cH:15][cH:16][cH:17][c:18]2[n:19][n:20]1>>[NH2:1][c:2]1[s:3][c:4]([C:8](=[O:10])[NH:41][CH2:42][c:43]2[cH:44][cH:45][cH:46][cH:47][cH:48]2)[c:5]([CH3:7])[n:6]1. The reactants are N1CCCC1 (Pyrrolidine), C(C)(C)(C)OC(=O)N[C@@H](CC(=O)N1CC2=C(N3C=NC(=C3C1)C(=O)O)C=CC=C2)CC2=C(C=C(C(=C2)F)F)F ((R)-5-[3-tert-butoxycarbonylamino-4-(2,4,5-trifluoro-phenyl)-butyryl]-5,6-dihydro-4H-2,5,10b-triaza-benzo[e]azulene-3-carboxylic acid), C=1C=CC2=C(C1)N=NN2O (HOBT), C(CCl)Cl (EDC), CCN(C(C)C)C(C)C (DIPEA). Solvent: C(Cl)Cl (DCM). Reaction conditions: time 10 minute. Yields the product C(C)(C)(C)OC(N[C@@H](CC(N1CC2=C(N3C=NC(=C3C1)C(=O)N1CCCC1)C=CC=C2)=O)CC2=C(C=C(C(=C2)F)F)F)=O ((R)-[3-oxo-3-[3-(pyrrolidine-1-carbonyl)-4H,6H-2,5,10b-triaza-benzo[e]azulen-5-yl]-1-(2,4,5-trifluoro-benzyl)-propyl]-carbamic acid tert-butyl ester). Yield: 83.7%. RXN SMILES: [C:1]([O:5][C:6]([NH:8][C@H:9]([CH2:30][C:31]1[CH:36]=[C:35]([F:37])[C:34]([F:38])=[CH:33][C:32]=1[F:39])[CH2:10][C:11]([N:13]1[CH2:22][C:21]2[N:17]([CH:18]=[N:19][C:20]=2[C:23]([OH:25])=O)[C:16]2[CH:26]=[CH:27][CH:28]=[CH:29][C:15]=2[CH2:14]1)=[O:12])=[O:7])([CH3:4])([CH3:3])[CH3:2].[CH:40]1[CH:41]=CC2N(O)N=[N:46][C:44]=2[CH:45]=1.C(Cl)CCl.CCN(C(C)C)C(C)C.N1CCCC1>C(Cl)Cl>[C:1]([O:5][C:6](=[O:7])[NH:8][C@H:9]([CH2:30][C:31]1[CH:36]=[C:35]([F:37])[C:34]([F:38])=[CH:33][C:32]=1[F:39])[CH2:10][C:11](=[O:12])[N:13]1[CH2:22][C:21]2[N:17]([CH:18]=[N:19][C:20]=2[C:23]([N:46]2[CH2:41][CH2:40][CH2:45][CH2:44]2)=[O:25])[C:16]2[CH:26]=[CH:27][CH:28]=[CH:29][C:15]=2[CH2:14]1)([CH3:4])([CH3:2])[CH3:3]. Procedure: To a solution of (R)-5-[3-tert-butoxycarbonylamino-4-(2,4,5-trifluoro-phenyl)-butyryl]-5,6-dihydro-4H-2,5,10b-triaza-benzo[e]azulene-3-carboxylic acid (60 mg, 0.11 mmol) in dry DCM (15 mL), was added HOBT (19 mg, 0.14 mmol), EDC (27 mg, 0.14 mmol) and DIPEA (0.08 mL; 0.46 mmol) and the reaction mixture was stirred for 10 min. Pyrrolidine (0.02 mL, 0.24 mmol) was added and the reaction was stirred at r.t. overnight under nitrogen atmosphere. After the completion of the reaction, as confirmed by T... Starting materials: CCCOC(=O)Cc1ccc(O)c(OCC)c1, CC(C)=O, CCN(CC)C(=O)CCl, [K+], [K+], O=C([O-])[O-]. The product is CCCOC(=O)Cc1ccc(OCC(=O)N(CC)CC)c(OCC)c1. RXN SMILES: [CH2:1]([CH2:2][CH3:3])[O:4][C:5]([CH2:6][c:7]1[cH:8][c:9]([O:14][CH2:15][CH3:16])[c:10]([OH:13])[cH:11][cH:12]1)=[O:17].[CH3:33][C:34](=[O:35])[CH3:36].[Cl:24][CH2:25][C:26](=[O:27])[N:28]([CH2:29][CH3:30])[CH2:31][CH3:32].[K+:18].[K+:19].[O-:20][C:21]([O-:22])=[O:23]>>[CH2:1]([CH2:2][CH3:3])[O:4][C:5]([CH2:6][c:7]1[cH:8][c:9]([O:14][CH2:15][CH3:16])[c:10]([O:13][CH2:25][C:26](=[O:27])[N:28]([CH2:29][CH3:30])[CH2:31][CH3:32])[cH:11][cH:12]1)=[O:17]. Reactants: FC1=C2C(=NC=NC2=CC=C1)NC1=CC(=C(C=C1)OC=1C=NC(=CC1)C)C (5-fluoro-N-{3-methyl-4-[(6-methylpyridin-3-yl)oxy]phenyl}quinazolin-4-amine), NC[C@@H](C)O ((2R)-1-aminopropan-2-ol). The product is NC[C@H](OC1=C2C(=NC=NC2=CC=C1)NC1=CC(=C(C=C1)OC=1C=NC(=CC1)C)C)C (5-[(1R)-2-amino-1-methylethoxy]-N-{3-methyl-4-[(6-methylpyridin-3-yl)oxy]phenyl}quinazolin-4-amine). Yield: 77.0%. RXN SMILES: F[C:2]1[CH:11]=[CH:10][CH:9]=[C:8]2[C:3]=1[C:4]([NH:12][C:13]1[CH:18]=[CH:17][C:16]([O:19][C:20]3[CH:21]=[N:22][C:23]([CH3:26])=[CH:24][CH:25]=3)=[C:15]([CH3:27])[CH:14]=1)=[N:5][CH:6]=[N:7]2.[NH2:28][CH2:29][C@H:30]([OH:32])[CH3:31]>>[NH2:28][CH2:29][C@@H:30]([CH3:31])[O:32][C:2]1[CH:11]=[CH:10][CH:9]=[C:8]2[C:3]=1[C:4]([NH:12][C:13]1[CH:18]=[CH:17][C:16]([O:19][C:20]3[CH:21]=[N:22][C:23]([CH3:26])=[CH:24][CH:25]=3)=[C:15]([CH3:27])[CH:14]=1)=[N:5][CH:6]=[N:7]2. Procedure details: The procedure described in Example 103 (preparation of starting materials) was repeated using 5-fluoro-N-{3-methyl-4-[(6-methylpyridin-3-yl)oxy]phenyl}quinazolin-4-amine (obtained as described in Example 103, preparation of starting materials) and (2R)-1-aminopropan-2-ol to give 5-[(1R)-2-amino-1-methylethoxy]-N-{3-methyl-4-[(6-methylpyridin-3-yl)oxy]phenyl}quinazolin-4-amine in 77% yield; Mass spectrum: MH+ 416 Starting materials: FC(C=1C=C2C(=NC1)N(C(=C2)C(=O)O)CC2=CC(=CC=C2)F)(F)F (5-trifluoromethyl-1-[(3-fluorophenyl)methyl]-1H-pyrrolo[2,3-b]pyridine-2-carboxylic acid), C12CN(CC2C1)C1=CC=C(C=N1)N (6-(3-azabicyclo[3.1.0]hex-3-yl)-3-aminopyridine). Yields the product C12CN(CC2C1)C1=CC=C(C=N1)NC(=O)C1=CC=2C(=NC=C(C2)C(F)(F)F)N1CC1=CC(=CC=C1)F (N-[6-(3-Azabicyclo[3.1.0]hex-3-yl)pyridin-3-yl]-5-trifluoromethyl-1-(3-fluorobenzyl)-1H-pyrrolo[2,3-b]pyridine-2-carboxamide). Isolated yield 31.8%. Reaction SMILES: [F:1][C:2]([F:24])([F:23])[C:3]1[CH:4]=[C:5]2[CH:11]=[C:10]([C:12](O)=[O:13])[N:9]([CH2:15][C:16]3[CH:21]=[CH:20][CH:19]=[C:18]([F:22])[CH:17]=3)[C:6]2=[N:7][CH:8]=1.[CH:25]12[CH2:30][CH:29]1[CH2:28][N:27]([C:31]1[N:36]=[CH:35][C:34]([NH2:37])=[CH:33][CH:32]=1)[CH2:26]2>>[CH:29]12[CH2:30][CH:25]1[CH2:26][N:27]([C:31]1[N:36]=[CH:35][C:34]([NH:37][C:12]([C:10]3[N:9]([CH2:15][C:16]4[CH:21]=[CH:20][CH:19]=[C:18]([F:22])[CH:17]=4)[C:6]4=[N:7][CH:8]=[C:3]([C:2]([F:24])([F:1])[F:23])[CH:4]=[C:5]4[CH:11]=3)=[O:13])=[CH:33][CH:32]=1)[CH2:28]2. Procedure details: According to a method similar to that described in Stage 12.3, starting from 0.5 g (1.48 mmol) of 5-trifluoromethyl-1-[(3-fluorophenyl)methyl]-1H-pyrrolo[2,3-b]pyridine-2-carboxylic acid, described in Stage 1.3, and 0.3 g (1.71 mmol) of 6-(3-azabicyclo[3.1.0]hex-3-yl)-3-aminopyridine, prepared in the preceding stage, we obtain 0.233 g of the expected product. The reactants are CC=1OC(=CC1C(=O)OCC)CCCCC (ethyl 2-methyl-5-pentyl-3-furoate). The solvent is [OH-].[Na+] (sodium hydroxide), C(C)O (ethanol). Yields the product CC=1OC(=CC1C(=O)O)CCCCC (2-methyl-5-pentyl-3-furoic acid). As a reaction SMILES: [CH3:1][C:2]1[O:3][C:4]([CH2:12][CH2:13][CH2:14][CH2:15][CH3:16])=[CH:5][C:6]=1[C:7]([O:9]CC)=[O:8]>[OH-].[Na+].C(O)C>[CH3:1][C:2]1[O:3][C:4]([CH2:12][CH2:13][CH2:14][CH2:15][CH3:16])=[CH:5][C:6]=1[C:7]([OH:9])=[O:8] |f:1.2|. Procedure: Saponification of the ester was accomplished by refluxing 12 hours in 10 ml of 25% aqueous sodium hydroxide and 5 ml of ethanol. Acidification precipitated the crude acid, which was purified by sublimation to give 2-methyl-5-pentyl-3-furoic acid, mp 47°-48° C. Reactants: COC(=O)Cc1cc([N+](=O)[O-])ccc1Br, C1CCOC1, CO, O. Yields the product O=[N+]([O-])c1ccc(Br)c(CCO)c1. Reaction SMILES: [Br:1][c:2]1[c:3]([CH2:11][C:12](=[O:13])[O:14][CH3:15])[cH:4][c:5]([N+:8](=[O:9])[O-:10])[cH:6][cH:7]1.[CH2:19]1[O:20][CH2:21][CH2:22][CH2:23]1.[CH3:16][OH:17].[OH2:18]>>[Br:1][c:2]1[c:3]([CH2:11][CH2:12][OH:13])[cH:4][c:5]([N+:8](=[O:9])[O-:10])[cH:6][cH:7]1.